describe an organic reaction: reactants, conditions, products, and yield From a dataset of the Open Reaction Database (ORD), a public repository of structured organic reaction records. The reactants are C1=CN(C=N1)C(=O)N2C=CN=C2 (CDI), NC=1SC(=C(N1)C)C(C)=O (2-Amino-4-methyl-5-acetylthiazole), N (Ammonia). Run in CN(C)C=O (DMF), O1CCOCC1 (dioxane). Run at time 3 hour. Yields the product C(C)(=O)C1=C(N=C(S1)NC(=O)N)C (N-(5-acetyl-4-methyl-1,3-thiazol-2-yl)urea). The yield is 39.2%. Reaction SMILES: [NH2:1][C:2]1[S:3][C:4]([C:8](=[O:10])[CH3:9])=[C:5]([CH3:7])[N:6]=1.C1N=C[N:13]([C:16](N2C=NC=C2)=[O:17])C=1.N>CN(C=O)C.O1CCOCC1>[C:8]([C:4]1[S:3][C:2]([NH:1][C:16]([NH2:13])=[O:17])=[N:6][C:5]=1[CH3:7])(=[O:10])[CH3:9]. Procedure: 2-Amino-4-methyl-5-acetylthiazole (3 g, 19.2 mmol) is dissolved in DMF (30 mL). CDI (3.5 g, 21.1 mmol) is added and the mixture is stirred at RT for 3 h. Ammonia 0.5 N in dioxane is added (60 mL, 30 mmol) is added and the mixture is stirred for 2 days in a closed system. The resulting precipitate is recovered by filtration, washed with petroleum ether and dried under vacuo, affording N-(5-acetyl-4-methyl-1,3-thiazol-2-yl)urea as colorless solid (1.5 g, 39%).